This data is from the Open Reaction Database (ORD), a public repository of structured organic reaction records. The task is: describe an organic reaction: reactants, conditions, products, and yield Starting materials: CCOC(=O)C(=O)[O-], CCOC(C)=O, CC(=O)O, Cc1cc(Cl)ncc1[N+](=O)[O-], C1CCC2=NCCCN2CC1, O. Product: CCOC(=O)C(=O)Cc1cc(Cl)ncc1[N+](=O)[O-]. Reaction SMILES: [C:12]([C:13](=[O:14])[O-:15])(=[O:16])[O:17][CH2:18][CH3:19].[CH3:31][CH2:32][O:33][C:34](=[O:35])[CH3:36].[CH3:38][C:39](=[O:40])[OH:41].[Cl:1][c:2]1[n:3][cH:4][c:5]([N+:9](=[O:10])[O-:11])[c:6]([CH3:8])[cH:7]1.[N:20]12[CH2:21][CH2:22][CH2:23][N:24]=[C:25]1[CH2:26][CH2:27][CH2:28][CH2:29][CH2:30]2.[OH2:37]>>[Cl:1][c:2]1[n:3][cH:4][c:5]([N+:9](=[O:10])[O-:11])[c:6]([CH2:8][C:13]([C:12](=[O:16])[O:17][CH2:18][CH3:19])=[O:14])[cH:7]1. Reactants: C1(=CC=CC=C1)N=C=O (phenylisocyanate), N1(CCCCC1)CC1=C(C(=CC(=C1)C)C)O (2-(piperidinomethyl)-4,6-dimethylphenol), carbamic acid ester. Solvent: C1=CC=CC=C1 (benzene). Reaction conditions: time 4 hour. Yields the product N1(CCCCC1)CC1=C(C(=CC(=C1)C)C)OC(NC1=CC=CC=C1)=O (N-Phenylcarbamic acid-2-(piperidinomethyl)-4,6-dimethylphenyl-ester). RXN SMILES: [C:1]1([N:7]=[C:8]=[O:9])[CH:6]=[CH:5][CH:4]=[CH:3][CH:2]=1.[N:10]1([CH2:16][C:17]2[CH:22]=[C:21]([CH3:23])[CH:20]=[C:19]([CH3:24])[C:18]=2[OH:25])[CH2:15][CH2:14][CH2:13][CH2:12][CH2:11]1>C1C=CC=CC=1>[N:10]1([CH2:16][C:17]2[CH:22]=[C:21]([CH3:23])[CH:20]=[C:19]([CH3:24])[C:18]=2[O:25][C:8](=[O:9])[NH:7][C:1]2[CH:6]=[CH:5][CH:4]=[CH:3][CH:2]=2)[CH2:15][CH2:14][CH2:13][CH2:12][CH2:11]1. Procedure: 29.75 g (0.25 mol) of phenylisocyanate are introduced dropwise at 0° to 5°C into a solution of 54.75g (0.25 mol) of 2-(piperidinomethyl)-4,6-dimethylphenol in 80 ml of anhydrous benzene. The reaction mixture is stirred at room temperature for 4 hours. The precipitated carbamic acid ester is suction filtered and washed with petroleum ether (b.p. 30°-50°C). The reactants are C1(=CC=CC=C1)B(O)O (phenylboronic acid), C(C)(=O)N1CC2=C(C=CC3=C1C=CC=C3)N=C(C(=C2)F)C=2C=NC(=CC2)OC (6-Acetyl-3-fluoro-5,6-dihydro-2-(6-methoxy-3-pyridinyl)-pyrido[3,2-c][1]benzazocine). Product: C(C)(=O)N1CC2=C(C=CC3=C1C=CC=C3)N=C(C=C2)C2=CC=CC=C2 (6-Acetyl-5,6-dihydro-2-phenylpyrido[3,2-c][1]benzazocine). Yield: 87.0%. Reaction SMILES: [C:1]1(B(O)O)C=CC=CC=1.[C:10]([N:13]1[C:20]2[CH:21]=[CH:22][CH:23]=[CH:24][C:19]=2[CH:18]=[CH:17][C:16]2[N:25]=[C:26]([C:30]3[CH:31]=N[C:33](OC)=[CH:34][CH:35]=3)[C:27](F)=[CH:28][C:15]=2[CH2:14]1)(=[O:12])[CH3:11]>>[C:10]([N:13]1[C:20]2[CH:21]=[CH:22][CH:23]=[CH:24][C:19]=2[CH:18]=[CH:17][C:16]2[N:25]=[C:26]([C:30]3[CH:31]=[CH:1][CH:33]=[CH:34][CH:35]=3)[CH:27]=[CH:28][C:15]=2[CH2:14]1)(=[O:12])[CH3:11]. Procedure details: The title compound (19.9 mg, 87%) was prepared from 13C (20.0 mg, 0.07 mmol) and phenylboronic acid (12.8 mg, 0.105 mmol) by a route analogous to that used for the preparation of 2B. HPLC Rt=2.353 min; LCMS Found: (M+H)+=327.